Dataset: the Open Reaction Database (ORD), a public repository of structured organic reaction records. Task: describe an organic reaction: reactants, conditions, products, and yield Starting materials: C(=O)(OC(C)(C)C)N1[C@@H](CC1)COC=1C=NC(=C(C1)Br)Cl (3-(1-BOC-2-(S)-azetidinylmethoxy)-5-bromo-6-chloropyridine), tetrekis(triphenylphosphine)palladium, C(CCC)[Sn](C1=NC=CC=N1)(CCCC)CCCC (tributyl(pyrimidinyl)tin). Run in C1(=CC=CC=C1)C (toluene). The product is C(=O)(OC(C)(C)C)N1[C@@H](CC1)COC=1C=NC(=C(C1)C=1C=NC=NC1)Cl (3-(1-BOC-2-(S)-azetidinylmethoxy)-6-chloro-5-(5-pyrimidinyl)pyridine). The yield is 120.6%. RXN SMILES: [C:1]([N:8]1[CH2:11][CH2:10][C@H:9]1[CH2:12][O:13][C:14]1[CH:15]=[N:16][C:17]([Cl:21])=[C:18](Br)[CH:19]=1)([O:3][C:4]([CH3:7])([CH3:6])[CH3:5])=[O:2].C([Sn](CCCC)(CCCC)[C:27]1[N:32]=[CH:31][CH:30]=[CH:29][N:28]=1)CCC>C1(C)C=CC=CC=1>[C:1]([N:8]1[CH2:11][CH2:10][C@H:9]1[CH2:12][O:13][C:14]1[CH:15]=[N:16][C:17]([Cl:21])=[C:18]([C:30]2[CH:29]=[N:28][CH:27]=[N:32][CH:31]=2)[CH:19]=1)([O:3][C:4]([CH3:7])([CH3:6])[CH3:5])=[O:2]. Procedure: To the solution of 3-(1-BOC-2-(S)-azetidinylmethoxy)-5-bromo-6-chloropyridine (500 mg, 1.1 mmol) in toluene (10 mL) was added tetrekis(triphenylphosphine)palladium (50 mg, 1%) and tributyl(pyrimidinyl)tin (0.64 g, 1.72 mmol). The mixture was stirred and heated under reflux for 16 h. Solvent was evaporated and the residue was chromatographed (silica gel; hexane/EtOAc, 10:1 to 2:3) to afford an oil (500 mg, 100%): 1H NMR (CDCl3, 300 MHz) δ 1.40 (s, 9H), 2.26-2.42 (m, 2H), 3.84-3.92 (m, 2H), 4.20 (...